Dataset: the Open Reaction Database (ORD), a public repository of structured organic reaction records. Task: describe an organic reaction: reactants, conditions, products, and yield Reactants: CSC=1C=CC2=C(C(=NCC=3N2C(=NN3)C)C3=CC=CC=C3)C1 (8-methylthio-1-methyl-6-phenyl-4H-s-triazolo[4,3-a][1,4]benzodiazepine), CN(C)CN(C)C (N,N,N',N',-tetramethyldiaminomethane). The solvent is C(C)(=O)Cl (acetyl chloride), dimethylformamide N,N,N',N',-tetramethyldiaminomethane. Product: CSC=1C=CC2=C(C(=NCC=3N2C(=NN3)CCN(C)C)C3=CC=CC=C3)C1 (8-methylthio-1-[2-(dimethylamino)ethyl]-6-phenyl-4H-s-triazolo[4,3-a][1,4]benzodiazepine). RXN SMILES: [CH3:1][S:2][C:3]1[CH:4]=[CH:5][C:6]2[N:12]3[C:13]([CH3:16])=[N:14][N:15]=[C:11]3[CH2:10][N:9]=[C:8]([C:17]3[CH:22]=[CH:21][CH:20]=[CH:19][CH:18]=3)[C:7]=2[CH:23]=1.[CH3:24][N:25]([CH2:27]N(C)C)[CH3:26]>C(Cl)(=O)C>[CH3:1][S:2][C:3]1[CH:4]=[CH:5][C:6]2[N:12]3[C:13]([CH2:16][CH2:24][N:25]([CH3:27])[CH3:26])=[N:14][N:15]=[C:11]3[CH2:10][N:9]=[C:8]([C:17]3[CH:18]=[CH:19][CH:20]=[CH:21][CH:22]=3)[C:7]=2[CH:23]=1. Reported procedure: In the manner given in Example 1, a solution of 8-methylthio-1-methyl-6-phenyl-4H-s-triazolo[4,3-a][1,4]benzodiazepine in dimethylformamide N,N,N',N',-tetramethyldiaminomethane and acetyl chloride (in 0.1 molar excess compared to the N,N,N',N',-tetramethyldiaminomethane) are reacted together to give 8-methylthio-1-[2-(dimethylamino)ethyl]-6-phenyl-4H-s-triazolo[4,3-a][1,4]benzodiazepine Reactants: [C-]#N.[K+] (potassium cyanide), O=C1N2[C@H](C=3N(C4=C1C=CC=C4)C=NC3C(=O)OCC)CCC2 (ethyl (S)-11,12,13,13a-tetrahydro-9-oxo-9H-imidazo[1,5-a]pyrrolo[2,1-c][1,4]benzodiazepine-1-carboxylate), [C-]#N.[K+] (potassium cyanide). The solvent is CC(C)O (2-propanol), CC(C)O (2-propanol). Yields the product O=C1N2[C@H](C=3N(C4=C1C=CC=C4)C=NC3C(=O)OC(C)C)CCC2 (isopropyl (S)-11,12,13,13a-tetrahydro-9-oxo-9H-imidazo[1,5-a]pyrrolo[2,1-c][1,4]benzodiazepine-1-carboxylate). As a reaction SMILES: [O:1]=[C:2]1[C:8]2[CH:9]=[CH:10][CH:11]=[CH:12][C:7]=2[N:6]2[CH:13]=[N:14][C:15]([C:16]([O:18][CH2:19][CH3:20])=[O:17])=[C:5]2[C@@H:4]2[CH2:21][CH2:22][CH2:23][N:3]12.[C-:24]#N.[K+]>CC(O)C>[O:1]=[C:2]1[C:8]2[CH:9]=[CH:10][CH:11]=[CH:12][C:7]=2[N:6]2[CH:13]=[N:14][C:15]([C:16]([O:18][CH:19]([CH3:24])[CH3:20])=[O:17])=[C:5]2[C@@H:4]2[CH2:21][CH2:22][CH2:23][N:3]12 |f:1.2|. Reported procedure: 934 mg (3 mmol) of ethyl (S)-11,12,13,13a-tetrahydro-9-oxo-9H-imidazo[1,5-a]pyrrolo[2,1-c][1,4]benzodiazepine-1-carboxylate are stirred at 60° C. for 48 hours with 198 mg (3 mmol) of potassium cyanide in 30 ml of dry 2-propanol. The mixture is evaporated in vacuo. The residue is treated with 30 ml of 2-propanol and 198 mg (3 mmol) of potassium cyanide and heated to boiling under reflux for 22 hours. After evaporation in vacuo, the residue is treated with water and extracted three times with 30 m... Starting materials: [H-].[Na+] (sodium hydride), alcohol, CN(C)C=O (DMF), CN(C)C=O (DMF), [Cl-].[NH4+] (ammonium chloride), C(C1=CC=CC=C1)Br (benzylbromide). Reaction conditions: temperature 25 celsius, time 15 minute. Yields the product C(C1=CC=CC=C1)OCC1=CC=CC=C1 (benzylether). As a reaction SMILES: [H-].[Na+].[CH2:3](Br)[C:4]1[CH:9]=[CH:8][CH:7]=[CH:6][CH:5]=1.[Cl-].[NH4+].CN([CH:16]=[O:17])C>>[CH2:3]([O:17][CH2:16][C:4]1[CH:9]=[CH:8][CH:7]=[CH:6][CH:5]=1)[C:4]1[CH:9]=[CH:8][CH:7]=[CH:6][CH:5]=1 |f:0.1,3.4|. Reported procedure: To a slurry of 1.44 g of prewashed sodium hydride (50% dispersion in mineral oil, 27.0 mmole, 1.6 eq.) in 20 ml of dry DMF at 0° C. was added a solution of 3.85 g title A (5) alcohol (27.0 mmole) in 10 ml DMF. The mixture was stirred at 25° C. for 15 minutes, cooled to 0° C. and then 4.3 g of benzylbromide (27.0 mmole, 1.0 eq.) was added. After stirring for 30 minutes at 25° C., the reaction mixture was poured into 300 ml of a saturated aqueous ammonium chloride solution and extracted with three... Reactants: CC(O)C1CCN(Cc2ccccc2)CC1c1ccc(Cl)cc1, C1CCOC1, Oc1ccc(Cl)cn1, CC(C)(C)OC(=O)N=NC(=O)OC(C)(C)C, c1ccc(P(c2ccccc2)c2ccccc2)cc1. Product: CC(Oc1ccc(Cl)cn1)C1CCN(Cc2ccccc2)CC1c1ccc(Cl)cc1. As a reaction SMILES: [CH2:44]([c:45]1[cH:46][cH:47][cH:48][cH:49][cH:50]1)[N:51]1[CH2:52][CH:53]([c:60]2[cH:61][cH:62][c:63]([Cl:66])[cH:64][cH:65]2)[CH:54]([CH:57]([CH3:58])[OH:59])[CH2:55][CH2:56]1.[CH2:67]1[O:68][CH2:69][CH2:70][CH2:71]1.[Cl:36][c:37]1[cH:38][cH:39][c:40]([OH:43])[n:41][cH:42]1.[N:20]([C:21]([O:22][C:23]([CH3:24])([CH3:25])[CH3:26])=[O:27])=[N:28][C:29]([O:30][C:31]([CH3:32])([CH3:33])[CH3:34])=[O:35].[c:1]1([P:2]([c:3]2[cH:4][cH:5][cH:6][cH:7][cH:8]2)[c:9]2[cH:10][cH:11][cH:12][cH:13][cH:14]2)[cH:15][cH:16][cH:17][cH:18][cH:19]1>>[Cl:36][c:37]1[cH:38][cH:39][c:40]([O:43][CH:57]([CH:54]2[CH:53]([c:60]3[cH:61][cH:62][c:63]([Cl:66])[cH:64][cH:65]3)[CH2:52][N:51]([CH2:44][c:45]3[cH:46][cH:47][cH:48][cH:49][cH:50]3)[CH2:56][CH2:55]2)[CH3:58])[n:41][cH:42]1. The reactants are Cl.C(C1=CC=CC=C1)NCP(OC)(OC)=O (Dimethyl N-benzyl-aminomethylphosphonate hydrochloride), C (charcoal). The reagents and catalysts are [Pd] (palladium). Run in C1=CC=CC=C1 (benzene), CO (methanol). Yields the product Cl.NCP(OC)(OC)=O (dimethyl aminomethylphosphonate hydrochloride). RXN SMILES: [ClH:1].C([NH:9][CH2:10][P:11](=[O:16])([O:14][CH3:15])[O:12][CH3:13])C1C=CC=CC=1.C>CO.C1C=CC=CC=1.[Pd]>[ClH:1].[NH2:9][CH2:10][P:11](=[O:16])([O:14][CH3:15])[O:12][CH3:13] |f:0.1,6.7|. Reported procedure: Dimethyl N-benzyl-aminomethylphosphonate hydrochloride (80.0 g) in methanol (800 ml) is hydrogenated at 40 psi with 10% palladium on powdered charcoal (4.0 g). The catalyst is removed by filtration through a pad of super cel. Evaporation of the methanolic filtrate gives a clear residue which is taken up in benzene. Removal of the benzene in vacuo affords crystalline dimethyl aminomethylphosphonate hydrochloride. The reactants are FC1=NC=CC=C1I (2- fluoro-3-iodopyridine), C(C1=CC=CC=C1)S (benzylmercaptan), C([O-])([O-])=O.[K+].[K+] (potassium carbonate). Run in C(C)#N (acetonitrile). Product: C(C1=CC=CC=C1)SC1=NC=CC=C1I (2-Benzylthio-3-Iodopyridine). As a reaction SMILES: F[C:2]1[C:7]([I:8])=[CH:6][CH:5]=[CH:4][N:3]=1.[CH2:9]([SH:16])[C:10]1[CH:15]=[CH:14][CH:13]=[CH:12][CH:11]=1.C(=O)([O-])[O-].[K+].[K+]>C(#N)C>[CH2:9]([S:16][C:2]1[C:7]([I:8])=[CH:6][CH:5]=[CH:4][N:3]=1)[C:10]1[CH:15]=[CH:14][CH:13]=[CH:12][CH:11]=1 |f:2.3.4|. Reported procedure: A solution of 34.0 g (0.15 mol) of 2- fluoro-3-iodopyridine and 18.6 g (0.15 mol) of benzylmercaptan in 250 ml of acetonitrile is heated under reflux with 22.8 g (0.165 mol) of potassium carbonate for 8 h. The mixture is cooled, the solvent is removed on a rotary evaporator, the residue is taken up in dichloromethane and the organic phase is washed with water. After drying with sodium sulfate, evaporating and distilling the oily residue in vacuo, 37.3 g (76% of theory) of 2-benzylthio-3-iodopyri... Reactants: N1(CCOCC1)C1=CCCCC1 (1-morpholinyl-1-cyclohexene), Cl (hydrochloric acid), C(C1=CC=CC=C1)=O (benzaldehyde), C1=CC=CC=C1 (benzene). Solvent: O (water). Reaction conditions: time 1 hour. Product: C1(=CC=CC=C1)C=C1C(CCCC1)=O (2-(phenylmethylene)cyclohexanone). The yield is 96.2%. Reaction SMILES: N1(C2CCCCC=2)CC[O:4]CC1.[CH:13](=O)[C:14]1[CH:19]=[CH:18][CH:17]=[CH:16][CH:15]=1.[CH:21]1[CH:26]=[CH:25][CH:24]=[CH:23][CH:22]=1.Cl>O>[C:14]1([CH:13]=[C:21]2[CH2:26][CH2:25][CH2:24][CH2:23][C:22]2=[O:4])[CH:19]=[CH:18][CH:17]=[CH:16][CH:15]=1. Procedure details: According to the procedure of Birkofer, et al., Chem. Ber., 85, 1495 (1962), a mixture of 1-morpholinyl-1-cyclohexene (125.2 g. 0.75 mole), prepared as described above, benzaldehyde (53.1 g, 0.5 mole), and 200 ml of benzene was refluxed for 12 hours with azeotropic separation of 5.3 ml of water. The reaction mixture was cooled and treated with 300 ml of 6N aqueous hydrochloric acid and stirred at room temperature for one hour. The organic layer was separated, the aqueous layer was extracted with... The reactants are C(C1=CC=CC=C1)OC=1C=CC(=C2C=CC(NC12)=O)C1OC1 (8-benzyloxy-5-oxiranyl-1H-quinolin-2-one), FC(C1=CC=C(CC2(CC2)N)C=C1)(F)F (1-(4-trifluoromethyl-benzyl)-cyclopropylamine). The product is C(C1=CC=CC=C1)OC=1C=CC(=C2C=CC(NC12)=O)C(CNC1(CC1)CC1=CC=C(C=C1)C(F)(F)F)O (8-benzyloxy-5-{1-hydroxy-2-[1-(4-trifluoromethyl-benzyl)-cyclopropylamino]-ethyl}-1H-quinolin-2-one). As a reaction SMILES: [CH2:1]([O:8][C:9]1[CH:10]=[CH:11][C:12]([CH:20]2[CH2:22][O:21]2)=[C:13]2[C:18]=1[NH:17][C:16](=[O:19])[CH:15]=[CH:14]2)[C:2]1[CH:7]=[CH:6][CH:5]=[CH:4][CH:3]=1.[F:23][C:24]([F:37])([F:36])[C:25]1[CH:35]=[CH:34][C:28]([CH2:29][C:30]2([NH2:33])[CH2:32][CH2:31]2)=[CH:27][CH:26]=1>>[CH2:1]([O:8][C:9]1[CH:10]=[CH:11][C:12]([CH:20]([OH:21])[CH2:22][NH:33][C:30]2([CH2:29][C:28]3[CH:34]=[CH:35][C:25]([C:24]([F:23])([F:36])[F:37])=[CH:26][CH:27]=3)[CH2:31][CH2:32]2)=[C:13]2[C:18]=1[NH:17][C:16](=[O:19])[CH:15]=[CH:14]2)[C:2]1[CH:7]=[CH:6][CH:5]=[CH:4][CH:3]=1. Procedure details: Reaction of 587 mg (2.0 mmol) 8-benzyloxy-5-oxiranyl-1H-quinolin-2-one and 710 mg (3.3 mmol) 1-(4-trifluoromethyl-benzyl)-cyclopropylamine is carried out analogously to Example 40a43a). Yield: 322 mg (32%); mass spectroscopy: [M+H]+=509.